Task: describe an organic reaction: reactants, conditions, products, and yield. Dataset: the Open Reaction Database (ORD), a public repository of structured organic reaction records Reactants: CCOC(=O)N1c2cc(OC)c(OCc3ccccc3)cc2C(=O)CC1C, CC(=O)[O-], CCO, Cl, NO, [Na+], O. Product: CCOC(=O)N1c2cc(OC)c(OCc3ccccc3)cc2C(=NO)CC1C. RXN SMILES: [CH2:1]([CH3:2])[O:3][C:4](=[O:5])[N:6]1[CH:7]([CH3:27])[CH2:8][C:9](=[O:26])[c:10]2[cH:11][c:12]([O:18][CH2:19][c:20]3[cH:21][cH:22][cH:23][cH:24][cH:25]3)[c:13]([O:16][CH3:17])[cH:14][c:15]21.[CH3:32][C:33](=[O:34])[O-:35].[CH3:37][CH2:38][OH:39].[ClH:28].[NH2:29][OH:30].[Na+:31].[OH2:36]>>[CH2:1]([CH3:2])[O:3][C:4](=[O:5])[N:6]1[CH:7]([CH3:27])[CH2:8][C:9](=[N:29][OH:30])[c:10]2[cH:11][c:12]([O:18][CH2:19][c:20]3[cH:21][cH:22][cH:23][cH:24][cH:25]3)[c:13]([O:16][CH3:17])[cH:14][c:15]21. Starting materials: aqueous solution, aqueous solution, [Na] (sodium), polyacrylic acid, [OH-].[Na+] (sodium hydroxide), C(C=1C(O)=CC=CC1)(=O)O (salicylic acid), aqueous solution, alkylphenyl, NC1=CC=CC=C1 (ANILINE), aqueous solution, 250L, hydroxyethylcellulose. Product: C(C=1C(O)=CC=CC1)(=O)[O-].[Na+] (sodium salicylate). RXN SMILES: [OH-].[Na+:2].[C:3]([OH:12])(=[O:11])[C:4]1[C:5](=[CH:7][CH:8]=[CH:9][CH:10]=1)[OH:6].NC1C=CC=CC=1.[Na]>O.[N+]([O-])([O-])=O.[Ag+]>[C:3]([O-:12])(=[O:11])[C:4]1[C:5](=[CH:7][CH:8]=[CH:9][CH:10]=1)[OH:6].[Na+:2] |f:0.1,6.7,8.9,^1:19|. Procedure: An aqueous solution of sodium salicylate was prepared by adding 43.2 g of 2N sodium hydroxide to 12 g of salicylic acid in 240 g of demineralized water. This aqueous solution was simultaneously added with 120 mL of a 0.588 M aqueous solution of silver nitrate over a period of 10 s to 280 mL of a stirred aqueous solution containing 160 mL of a 5% aqueous solution of GAFAC ™ RM710 (an alkylphenyl- polyethene oxide-phosphate from GENERAL ANILINE), 80 mL of a 2% aqueous solution of NATRASOL™ 250L (a... The reagents and catalysts are [N+](=O)([O-])[O-].[Ag+] (silver nitrate). The solvent is O (water), O (water).